From a dataset of the Open Reaction Database (ORD), a public repository of structured organic reaction records. describe an organic reaction: reactants, conditions, products, and yield The reactants are CC(C)c1noc(N2CCC(COc3ccc(Br)cc3)CC2)n1, O=C([O-])[O-], COCCOC, O=C(c1ccc(B(O)O)cc1)N1CCCC1, [Na+], [Na+], c1ccc(P(c2ccccc2)(c2ccccc2)[Pd](P(c2ccccc2)(c2ccccc2)c2ccccc2)(P(c2ccccc2)(c2ccccc2)c2ccccc2)P(c2ccccc2)(c2ccccc2)c2ccccc2)cc1. Product: CC(C)c1noc(N2CCC(COc3ccc(-c4ccc(C(=O)N5CCCC5)cc4)cc3)CC2)n1. As a reaction SMILES: [Br:17][c:18]1[cH:19][cH:20][c:21]([O:24][CH2:25][CH:26]2[CH2:27][CH2:28][N:29]([c:32]3[n:33][c:34]([CH:37]([CH3:38])[CH3:39])[n:35][o:36]3)[CH2:30][CH2:31]2)[cH:22][cH:23]1.[C:40](=[O:41])([O-:42])[O-:43].[CH3:123][O:124][CH2:125][CH2:126][O:127][CH3:128].[N:1]1([C:6](=[O:7])[c:8]2[cH:9][cH:10][c:11]([B:14]([OH:15])[OH:16])[cH:12][cH:13]2)[CH2:2][CH2:3][CH2:4][CH2:5]1.[Na+:44].[Na+:45].[cH:46]1[cH:47][cH:48][c:49]([P:50]([Pd:51]([P:52]([c:53]2[cH:54][cH:55][cH:56][cH:57][cH:58]2)([c:59]2[cH:60][cH:61][cH:62][cH:63][cH:64]2)[c:65]2[cH:66][cH:67][cH:68][cH:69][cH:70]2)([P:71]([c:72]2[cH:73][cH:74][cH:75][cH:76][cH:77]2)([c:78]2[cH:79][cH:80][cH:81][cH:82][cH:83]2)[c:84]2[cH:85][cH:86][cH:87][cH:88][cH:89]2)[P:90]([c:91]2[cH:92][cH:93][cH:94][cH:95][cH:96]2)([c:97]2[cH:98][cH:99][cH:100][cH:101][cH:102]2)[c:103]2[cH:104][cH:105][cH:106][cH:107][cH:108]2)([c:109]2[cH:110][cH:111][cH:112][cH:113][cH:114]2)[c:115]2[cH:116][cH:117][cH:118][cH:119][cH:120]2)[cH:121][cH:122]1>>[N:1]1([C:6](=[O:7])[c:8]2[cH:9][cH:10][c:11](-[c:18]3[cH:19][cH:20][c:21]([O:24][CH2:25][CH:26]4[CH2:27][CH2:28][N:29]([c:32]5[n:33][c:34]([CH:37]([CH3:38])[CH3:39])[n:35][o:36]5)[CH2:30][CH2:31]4)[cH:22][cH:23]3)[cH:12][cH:13]2)[CH2:2][CH2:3][CH2:4][CH2:5]1. The reactants are NC1=NN=C(N1CC1=CC=C(C=C1)C1=C(C=CC=C1)C#N)CCCC (3-amino-5-butyl-4-[(2'-cyanobiphenyl-4-yl)methyl]-4H-1,2,4-triazole), ClCC(C)=O (chloroacetone). The product is [Cl-].C(C(=O)C)[N+]=1N=C(N(C1N)CC1=CC=C(C=C1)C1=C(C=CC=C1)C#N)CCCC (1-Acetonyl-5-amino-3-butyl-4-[(2'-cyanobiphenyl-4-yl)methyl]-4H-1,2,4-triazolium chloride). Yield: 97.0%. As a reaction SMILES: [NH2:1][C:2]1[N:6]([CH2:7][C:8]2[CH:13]=[CH:12][C:11]([C:14]3[CH:19]=[CH:18][CH:17]=[CH:16][C:15]=3[C:20]#[N:21])=[CH:10][CH:9]=2)[C:5]([CH2:22][CH2:23][CH2:24][CH3:25])=[N:4][N:3]=1.[Cl:26][CH2:27][C:28](=[O:30])[CH3:29]>>[Cl-:26].[CH2:27]([N+:3]1[N:4]=[C:5]([CH2:22][CH2:23][CH2:24][CH3:25])[N:6]([CH2:7][C:8]2[CH:9]=[CH:10][C:11]([C:14]3[CH:19]=[CH:18][CH:17]=[CH:16][C:15]=3[C:20]#[N:21])=[CH:12][CH:13]=2)[C:2]=1[NH2:1])[C:28]([CH3:29])=[O:30] |f:2.3|. Reported procedure: Reaction of 3-amino-5-butyl-4-[(2'-cyanobiphenyl-4-yl)methyl]-4H-1,2,4-triazole (from Example 1, Step D) with chloroacetone according to the procedure of Example 1, Step E, gave a 97% yield of the title compound as a yellow-brown solid, mp 221.5°-223° C. Starting materials: [C@@H]1([C@H](O)[C@H](O)[C@@H](CO)O1)N1C=NC=2C(N)=NC=NC12 (adenosine), C(Cl)(Cl)Cl (chloroform), NC1=NC(=C2N=CN(C2=N1)COCCO)N (2-amino-9-(2-hydroxyethoxymethyl)adenine). Solvent: S(=O)(=O)([O-])[O-].[NH4+].[NH4+] (ammonium sulfate), CO (methanol), O (water). Product: OCCOCN1C=2N=C(NC(C2N=C1)=O)N (9-(2-hydroxyethoxymethyl)guanine). As a reaction SMILES: [NH2:1][C:2]1[N:10]=[C:9]2[C:5]([N:6]=[CH:7][N:8]2[CH2:11][O:12][CH2:13][CH2:14][OH:15])=[C:4](N)[N:3]=1.[C@@H]1(N2C3N=CN=C(N)C=3N=C2)O[C@H](CO)[C@@H](O)[C@H]1[OH:19].C(Cl)(Cl)Cl>O.S([O-])([O-])(=O)=O.[NH4+].[NH4+].CO>[OH:15][CH2:14][CH2:13][O:12][CH2:11][N:8]1[CH:7]=[N:6][C:5]2[C:4](=[O:19])[NH:3][C:2]([NH2:1])=[N:10][C:9]1=2 |f:4.5.6|. Procedure: To a solution of 2-amino-9-(2-hydroxyethoxymethyl)adenine (0.22g) in water (30ml) was added a suspension of adenosine deaminase in aqueous ammonium sulfate (0.44ml, containing 4.4mg of the enzyme). The reaction mixture, which initially had a pH of 7.0, was heated at 37° C. for 18 hours, at which time the pH was 8.5 and TLC (silica gel plates developed in 15% methanol -- 85% chloroform) indicated a single product different from starting material. The reaction mixture was thoroughly chilled in an ...